Dataset: the Open Reaction Database (ORD), a public repository of structured organic reaction records. Task: describe an organic reaction: reactants, conditions, products, and yield Starting materials: C(CCC)[SnH](CCCC)CCCC (tributyltin hydride), [F-].[K+] (potassium fluoride), C(CCCCCC)C1=CC=C(C(=O)O)C=C1 (4-heptylbenzoic acid), C(C(=O)Cl)(=O)Cl (oxalyl chloride), CN(C)C=O (DMF). Reagents/catalysts: C=1C=CC(=CC1)[P](C=2C=CC=CC2)(C=3C=CC=CC3)[Pd]([P](C=4C=CC=CC4)(C=5C=CC=CC5)C=6C=CC=CC6)([P](C=7C=CC=CC7)(C=8C=CC=CC8)C=9C=CC=CC9)[P](C=1C=CC=CC1)(C=1C=CC=CC1)C=1C=CC=CC1 (tetrakis(triphenylphosphine)palladium). Solvent: ClCCl (dichloromethane). Reaction conditions: time 1 hour. The product is C(CCCCCC)C1=CC=C(C=O)C=C1 (4-Heptylbenzaldehyde). The yield is 97.0%. RXN SMILES: [CH2:1]([C:8]1[CH:16]=[CH:15][C:11]([C:12](O)=[O:13])=[CH:10][CH:9]=1)[CH2:2][CH2:3][CH2:4][CH2:5][CH2:6][CH3:7].C(Cl)(=O)C(Cl)=O.CN(C=O)C.C([SnH](CCCC)CCCC)CCC.[F-].[K+]>ClCCl.C1C=CC([P]([Pd]([P](C2C=CC=CC=2)(C2C=CC=CC=2)C2C=CC=CC=2)([P](C2C=CC=CC=2)(C2C=CC=CC=2)C2C=CC=CC=2)[P](C2C=CC=CC=2)(C2C=CC=CC=2)C2C=CC=CC=2)(C2C=CC=CC=2)C2C=CC=CC=2)=CC=1>[CH2:1]([C:8]1[CH:9]=[CH:10][C:11]([CH:12]=[O:13])=[CH:15][CH:16]=1)[CH2:2][CH2:3][CH2:4][CH2:5][CH2:6][CH3:7] |f:4.5,^1:49,51,70,89|. Procedure: To a stirred solution of 6.60 g (30 mmol) of 4-heptylbenzoic acid (obtained from Aldrich Chemical Company (#23,064-2) and used without purification) in 50 mL of dichloromethane at room temperature under nitrogen was added 4.0 mL (45 mmol, 1.5 equivalents) of oxalyl chloride and then 0.1 mL (1.3 mmol) of DMF. The resulting vigorously bubbling solution was stirred for 1 h and then evaporated. The semi-solid residue was dissolved in 40 mL of benzene under argon and 350 mg (0.31 mmol) of tetrakis(tr... The product is CCCN(C)C(=O)c1cc(OC(C)C)cc(C(=O)O)c1. Reaction SMILES: [CH2:1]([CH3:2])[O:3][C:4]([c:5]1[cH:6][c:7]([C:8](=[O:9])[N:10]([CH2:11][CH2:12][CH3:13])[CH3:14])[cH:15][c:16]([O:18][CH:19]([CH3:20])[CH3:21])[cH:17]1)=[O:22].[CH2:25]1[O:26][CH2:27][CH2:28][CH2:29]1.[Li+:23].[OH-:24].[OH2:30]>>[O:3]=[C:4]([c:5]1[cH:6][c:7]([C:8](=[O:9])[N:10]([CH2:11][CH2:12][CH3:13])[CH3:14])[cH:15][c:16]([O:18][CH:19]([CH3:20])[CH3:21])[cH:17]1)[OH:22]. Starting materials: CCCN(C)C(=O)c1cc(OC(C)C)cc(C(=O)OCC)c1, C1CCOC1, [Li+], [OH-], O.